This data is from the Open Reaction Database (ORD), a public repository of structured organic reaction records. The task is: describe an organic reaction: reactants, conditions, products, and yield Reactants: ClC1=C(C=C2C(NC(=NC2=C1)N1N=CC(=C1)C(=O)OCC)=O)N1CCCCC1 (ethyl 1-(7-chloro-4-oxo-6-(piperidin-1-yl)-3,4-dihydroquinazolin-2-yl)-1H-pyrazole-4-carboxylate), N1CCOCC1 (morpholine). Product: ClC1=C(C=C2C(=NC(=NC2=C1)N1N=CC(=C1)C(=O)O)N1CCOCC1)N1CCCCC1 (1-(7-Chloro-4-morpholino-6-(piperidin-1-yl)quinazolin-2-yl)-1H-pyrazole-4-carboxylic acid). RXN SMILES: [Cl:1][C:2]1[CH:11]=[C:10]2[C:5]([C:6](=O)[NH:7][C:8]([N:12]3[CH:16]=[C:15]([C:17]([O:19]CC)=[O:18])[CH:14]=[N:13]3)=[N:9]2)=[CH:4][C:3]=1[N:23]1[CH2:28][CH2:27][CH2:26][CH2:25][CH2:24]1.[NH:29]1[CH2:34][CH2:33][O:32][CH2:31][CH2:30]1>>[Cl:1][C:2]1[CH:11]=[C:10]2[C:5]([C:6]([N:29]3[CH2:34][CH2:33][O:32][CH2:31][CH2:30]3)=[N:7][C:8]([N:12]3[CH:16]=[C:15]([C:17]([OH:19])=[O:18])[CH:14]=[N:13]3)=[N:9]2)=[CH:4][C:3]=1[N:23]1[CH2:28][CH2:27][CH2:26][CH2:25][CH2:24]1. Reported procedure: The above compound may be made analogous to Example 1 using ethyl 1-(7-chloro-4-oxo-6-(piperidin-1-yl)-3,4-dihydroquinazolin-2-yl)-1H-pyrazole-4-carboxylate in step D and morpholine in step E. MS (ESI): predicted mass calcd. for C21H23ClN6O3, 442.9 The reactants are C(C)(C)(C)OC(=O)C1N(CCC1)C(C(C)NC(C1=C(C=C(C(=C1)Cl)NC(C)=O)OC)=O)=O (1-[2-(4-Acetylamino-5-chloro-2-methoxy-benzoylamino)-propionyl]-pyrrolidine-2-carboxylic acid tert-butyl ester), C(=O)(C(F)(F)F)O.C(Cl)Cl (TFA CH2Cl2). Yields the product C(C)(=O)NC1=CC(=C(C(=O)NC(C(=O)N2C(CCC2)C(=O)O)C)C=C1Cl)OC (1-[2-(4-Acetylamino-5-chloro-2-methoxy-benzoylamino)-propionyl]-pyrrolidine-2-carboxylic acid). As a reaction SMILES: C([O:5][C:6]([CH:8]1[CH2:12][CH2:11][CH2:10][N:9]1[C:13](=[O:32])[CH:14]([NH:16][C:17](=[O:31])[C:18]1[CH:23]=[C:22]([Cl:24])[C:21]([NH:25][C:26](=[O:28])[CH3:27])=[CH:20][C:19]=1[O:29][CH3:30])[CH3:15])=[O:7])(C)(C)C.C(O)(C(F)(F)F)=O.C(Cl)Cl>>[C:26]([NH:25][C:21]1[C:22]([Cl:24])=[CH:23][C:18]([C:17]([NH:16][CH:14]([CH3:15])[C:13]([N:9]2[CH2:10][CH2:11][CH2:12][CH:8]2[C:6]([OH:7])=[O:5])=[O:32])=[O:31])=[C:19]([O:29][CH3:30])[CH:20]=1)(=[O:28])[CH3:27] |f:1.2|. Reported procedure: Prepared from 96c by treatment with TFA/CH2Cl2. After complete reaction, the solvent is removed in vacuo and the residue repeatedly concentrated from toluene. The resulting residue was dried under vacuum to a constant weight Starting materials: Nc1ccc(-c2ccc(S(=O)(=O)N3C(C(=O)O)CC4CCCC43)cc2)cc1, CN(C)C=O, O=S(=O)(Cl)c1ccccc1, c1ccncc1. Product: O=C(O)C1CC2CCCC2N1S(=O)(=O)c1ccc(-c2ccc(NS(=O)(=O)c3ccccc3)cc2)cc1. RXN SMILES: [NH2:1][c:2]1[cH:3][cH:4][c:5](-[c:8]2[cH:9][cH:10][c:11]([S:14](=[O:15])(=[O:16])[N:17]3[CH:18]4[CH:19]([CH2:20][CH:21]3[C:22](=[O:23])[OH:24])[CH2:25][CH2:26][CH2:27]4)[cH:12][cH:13]2)[cH:6][cH:7]1.[O:44]=[CH:45][N:46]([CH3:47])[CH3:48].[c:34]1([S:40](=[O:41])(=[O:42])[Cl:43])[cH:35][cH:36][cH:37][cH:38][cH:39]1.[cH:28]1[cH:29][cH:30][n:31][cH:32][cH:33]1>>[NH:1]([c:2]1[cH:3][cH:4][c:5](-[c:8]2[cH:9][cH:10][c:11]([S:14](=[O:15])(=[O:16])[N:17]3[CH:18]4[CH:19]([CH2:20][CH:21]3[C:22](=[O:23])[OH:24])[CH2:25][CH2:26][CH2:27]4)[cH:12][cH:13]2)[cH:6][cH:7]1)[S:40]([c:34]1[cH:35][cH:36][cH:37][cH:38][cH:39]1)(=[O:41])=[O:42]. Starting materials: C(C)(C)(C)C=1SC2=C(N1)C=C(C(=C2)NC(=S)OC2=CC=CC=C2)N2CCC(CC2)C (2-tert-butyl-5-(4-methyl-piperidin-1-yl)-6-phenoxythiocarbonylaminobenzothiazole), CN1CCNCC1 (4-methylpiperazine). The solvent is O1CCOCC1 (dioxane). Yields the product C(C)(C)(C)C=1SC2=C(N1)C=C(C(=C2)NC(=S)N2CCN(CC2)C)N2CCC(CC2)C (2-tert-butyl-6-[(4-methylpiperazin-1-yl)thiocarbonylamino]-5-(4-methylpiperidin-1-yl)benzothiazole). RXN SMILES: [C:1]([C:5]1[S:6][C:7]2[CH:13]=[C:12]([NH:14][C:15](OC3C=CC=CC=3)=[S:16])[C:11]([N:24]3[CH2:29][CH2:28][CH:27]([CH3:30])[CH2:26][CH2:25]3)=[CH:10][C:8]=2[N:9]=1)([CH3:4])([CH3:3])[CH3:2].[CH3:31][N:32]1[CH2:37][CH2:36][NH:35][CH2:34][CH2:33]1>O1CCOCC1>[C:1]([C:5]1[S:6][C:7]2[CH:13]=[C:12]([NH:14][C:15]([N:35]3[CH2:36][CH2:37][N:32]([CH3:31])[CH2:33][CH2:34]3)=[S:16])[C:11]([N:24]3[CH2:29][CH2:28][CH:27]([CH3:30])[CH2:26][CH2:25]3)=[CH:10][C:8]=2[N:9]=1)([CH3:2])([CH3:3])[CH3:4]. Procedure: A solution of 0.5 g of 2-tert-butyl-5-(4-methyl-piperidin-1-yl)-6-phenoxythiocarbonylaminobenzothiazole and 0.11 g of 4-methylpiperazine in 20 ml of dioxane is refluxed for 16 hours. Evaporation of the solvent and chromatography of the residue over silica gel and elution with methylene dichloride-methanol (98:2) gives 2-tert-butyl-6-[(4-methylpiperazin-1-yl)thiocarbonylamino]-5-(4-methylpiperidin-1-yl)benzothiazole, identical with the compound described in Example 1. The reactants are CCCC[N+](CCCC)(CCCC)CCCC, C1CCOC1, CCOC(C)=O, [F-], CC(C)[Si](OCc1ccc(C(CNC(=O)OC(C)(C)C)C(=O)Nc2ccc3cnccc3c2)cc1)(C(C)C)C(C)C. Product: CC(C)(C)OC(=O)NCC(C(=O)Nc1ccc2cnccc2c1)c1ccc(CO)cc1. RXN SMILES: [CH2:43]([N+:44]([CH2:45][CH2:46][CH2:47][CH3:48])([CH2:49][CH2:50][CH2:51][CH3:52])[CH2:53][CH2:54][CH2:55][CH3:56])[CH2:57][CH2:58][CH3:59].[CH2:66]1[O:67][CH2:68][CH2:69][CH2:70]1.[CH3:60][CH2:61][O:62][C:63]([CH3:64])=[O:65].[F-:42].[cH:1]1[n:2][cH:3][cH:4][c:5]2[cH:6][c:7]([NH:11][C:12]([CH:13]([CH2:14][NH:15][C:16]([O:17][C:18]([CH3:19])([CH3:20])[CH3:21])=[O:22])[c:23]3[cH:24][cH:25][c:26]([CH2:29][O:30][Si:31]([CH:32]([CH3:33])[CH3:34])([CH:35]([CH3:36])[CH3:37])[CH:38]([CH3:39])[CH3:40])[cH:27][cH:28]3)=[O:41])[cH:8][cH:9][c:10]12>>[cH:1]1[n:2][cH:3][cH:4][c:5]2[cH:6][c:7]([NH:11][C:12]([CH:13]([CH2:14][NH:15][C:16]([O:17][C:18]([CH3:19])([CH3:20])[CH3:21])=[O:22])[c:23]3[cH:24][cH:25][c:26]([CH2:29][OH:30])[cH:27][cH:28]3)=[O:41])[cH:8][cH:9][c:10]12. Reactants: C([O-])([O-])=O.[Cs+].[Cs+] (Cesium carbonate), O=C1NC(C2=C(N1C1=CC(=NC=C1)C(F)(F)F)CCC2=O)C2=CC=C(C#N)C=C2 (4-(2,5-Dioxo-1-(2-(tri-fluoromethyl)pyridin-4-yl)-2,3,4,5,6,7-hexahydro-1H-cyclopenta[d]pyrimidin-4-yl)benzonitrile), CI (Methyl iodide). The solvent is CN(C=O)C (N,N-dimethylformamide). Run at time 1 hour. Yields the product CN1C(N(C2=C(C1C1=CC=C(C#N)C=C1)C(CC2)=O)C2=CC(=NC=C2)C(F)(F)F)=O (4-(3-Methyl-2,5-dioxo-1-(2-(trifluoromethyl)pyridin-4-yl)-2,3,4,5,6,7-hexahydro-1H-cyclopenta[d]pyrimidin-4-yl)benzonitrile). Reaction SMILES: [C:1](=[O:4])([O-])[O-].[Cs+].[Cs+].O=[C:8]1[N:13]([C:14]2[CH:19]=[CH:18][N:17]=[C:16]([C:20]([F:23])([F:22])[F:21])[CH:15]=2)[C:12]2[CH2:24][CH2:25][C:26](=[O:27])[C:11]=2[CH:10]([C:28]2[CH:35]=[CH:34][C:31]([C:32]#[N:33])=[CH:30][CH:29]=2)[NH:9]1.CI>CN(C)C=O>[CH3:8][N:9]1[CH:10]([C:28]2[CH:29]=[CH:30][C:31]([C:32]#[N:33])=[CH:34][CH:35]=2)[C:11]2[C:26](=[O:27])[CH2:25][CH2:24][C:12]=2[N:13]([C:14]2[CH:19]=[CH:18][N:17]=[C:16]([C:20]([F:22])([F:21])[F:23])[CH:15]=2)[C:1]1=[O:4] |f:0.1.2|. Reported procedure: Cesium carbonate (82 mg, 0.25 mmol) is added to a solution of 4-(2,5-Dioxo-1-(2-(tri-fluoromethyl)pyridin-4-yl)-2,3,4,5,6,7-hexahydro-1H-cyclopenta[d]pyrimidin-4-yl)benzonitrile (example 15.5, 50 mg, 0.13 mmol) in N,N-dimethylformamide (1.0 mL). Methyl iodide (28 mg, 0.20 mmol) is added, and the mixture is stirred at room temperature for 1 h and purified by reversed phase HPLC (Waters SunFire™-C18, gradient of acetonitrile in water, 0.1% TFA). Yield: 43 mg; ESI mass spectrum [M+H]+=413; Retentio...